Dataset: the Open Reaction Database (ORD), a public repository of structured organic reaction records. Task: describe an organic reaction: reactants, conditions, products, and yield Starting materials: B1(OC(C(O1)(C)C)(C)C)B2OC(C(O2)(C)C)(C)C (Bis(pinacolato)diboron), C(C)(=O)[O-].[K+] (potassium acetate), BrC=1C=C2C(CCC(C2=CC1)(C)C)(C)C (6-Bromo-1,1,4,4-tetramethyl-1,2,3,4-tetrahydronaphthalene), I\C(=C/CO)\C (3-iodo-but-2Z-en-1-ol), C(=O)([O-])[O-].[Na+].[Na+] (Na2CO3). The reagents and catalysts are C1=CC=C(C=C1)P([C-]2C=CC=C2)C3=CC=CC=C3.C1=CC=C(C=C1)P([C-]2C=CC=C2)C3=CC=CC=C3.Cl[Pd]Cl.[Fe+2] ([1,1′-bis(diphenylphosphino)-ferrocene]dichloropalladium), C1=CC=C(C=C1)P([C-]2C=CC=C2)C3=CC=CC=C3.C1=CC=C(C=C1)P([C-]2C=CC=C2)C3=CC=CC=C3.Cl[Pd]Cl.[Fe+2] (PdCl2(dppf)2). Run in CN(C)C=O (DMF). Run at temperature 80 celsius, time 24 hour. The product is CC1(C=2C=CC(=CC2C(CC1)(C)C)\C(=C/CO)\C)C (3-(5,5,8,8-Tetramethyl-5,6,7,8-tetrahydro-naphthalen-2-yl)-but-2Z-en-1-ol). Yield: 77.4%. Reaction SMILES: B1(B2OC(C)(C)C(C)(C)O2)OC(C)(C)C(C)(C)O1.C([O-])(=O)C.[K+].Br[C:25]1[CH:26]=[C:27]2[C:32](=[CH:33][CH:34]=1)[C:31]([CH3:36])([CH3:35])[CH2:30][CH2:29][C:28]2([CH3:38])[CH3:37].I/[C:40](/[CH3:44])=[CH:41]\[CH2:42][OH:43].C([O-])([O-])=O.[Na+].[Na+]>CN(C=O)C.C1C=CC(P(C2C=CC=CC=2)[C-]2C=CC=C2)=CC=1.C1C=CC(P(C2C=CC=CC=2)[C-]2C=CC=C2)=CC=1.Cl[Pd]Cl.[Fe+2]>[CH3:35][C:31]1([CH3:36])[CH2:30][CH2:29][C:28]([CH3:38])([CH3:37])[C:27]2[CH:26]=[C:25](/[C:40](/[CH3:44])=[CH:41]\[CH2:42][OH:43])[CH:34]=[CH:33][C:32]1=2 |f:1.2,5.6.7,9.10.11.12|. Reported procedure: Bis(pinacolato)diboron (5.8 g, 22.5 mmol), potassium acetate (4.5 g, 45 mmol) and [1,1′-bis(diphenylphosphino)-ferrocene]dichloropalladium (PdCl2(dppf)2) (500 mg, 0.6 mmol) were added to a solution of Intermediate 1 (4 g, 15 mmol) in 50 mL of DMF under argon. The mixture was then stirred at 80° C. for 24 h. After cooling to room temperature, 3-iodo-but-2Z-en-1-ol (6 g, 30 mmol), 2M Na2CO3 (30 ml), and PdCl2(dppf)2 (500 mg, 0.6 mmol) were added to the mixture, which was then stirred at 80° C. for... The reactants are O=C(c1ccccc1)c1cccc2cc[nH]c12, CNC, CCO, CC(=O)O. Yields the product CN(C)Cc1c[nH]c2c(C(=O)c3ccccc3)cccc12. As a reaction SMILES: [C:8]([c:9]1[cH:10][cH:11][cH:12][cH:13][cH:14]1)(=[O:15])[c:16]1[cH:17][cH:18][cH:19][c:20]2[cH:21][cH:22][nH:23][c:24]12.[CH3:1][NH:2][CH3:3].[CH3:25][CH2:26][OH:27].[CH3:4][C:5](=[O:6])[OH:7]>>[CH3:1][N:2]([CH3:3])[CH2:4][c:21]1[c:20]2[cH:19][cH:18][cH:17][c:16]([C:8]([c:9]3[cH:10][cH:11][cH:12][cH:13][cH:14]3)=[O:15])[c:24]2[nH:23][cH:22]1. Reactants: hydrochloride salt, CC1=CC=C(C=C1)S(=O)(=O)OCC1OC2=C(C1)C=C(C=C2C2=C(C=CC=C2C)C)F ((±)-[7-(2,6-dimethylphenyl)-5-fluoro-2,3-dihydro-1-benzofuran-2-yl]methyl 4-methylbenzenesulfonate), CN (methylamine). Yields the product CC1=C(C(=CC=C1)C)C1=CC(=CC=2CC(OC21)CNC)F ((±)-{[7-(2,6-dimethylphenyl)-5-fluoro-2,3-dihydro-1-benzofuran-2-yl]methyl}methylamine). RXN SMILES: CC1C=CC(S(O[CH2:12][CH:13]2[CH2:17][C:16]3[CH:18]=[C:19]([F:30])[CH:20]=[C:21]([C:22]4[C:27]([CH3:28])=[CH:26][CH:25]=[CH:24][C:23]=4[CH3:29])[C:15]=3[O:14]2)(=O)=O)=CC=1.[CH3:31][NH2:32]>>[CH3:29][C:23]1[CH:24]=[CH:25][CH:26]=[C:27]([CH3:28])[C:22]=1[C:21]1[C:15]2[O:14][CH:13]([CH2:12][NH:32][CH3:31])[CH2:17][C:16]=2[CH:18]=[C:19]([F:30])[CH:20]=1. Procedure details: The title compound was prepared (0.148 g, 65%) following the general procedure of Example 390 as a white solid, hydrochloride salt from (±)-[7-(2,6-dimethylphenyl)-5-fluoro-2,3-dihydro-1-benzofuran-2-yl]methyl 4-methylbenzenesulfonate (0.3 g, 0.70 mmol) and methylamine (0.22 g, 7.0 mmol). mp 175-178° C.